This data is from the Open Reaction Database (ORD), a public repository of structured organic reaction records. The task is: describe an organic reaction: reactants, conditions, products, and yield Run in C(C)O (ethanol). Procedure details: To 10 ml of ethanol were added 0.86 g of sodium bicarbonate and 0.71 g of hydroxylamine hydrochloride, and the mixture was heated to reflux for 1 hour. After allowing to cool, 0.8 g of 6-methyl-4-trifluoromethylpyridine-2-carbonitrile was added at room temperature, and the mixture was stirred for 12 hours, and concentrated. To the residue was added water, the resultant solution was extracted with ethyl acetate three times, and the organic layers were combined, washed with an aqueous saturated so... RXN SMILES: C(=O)(O)[O-:2].[Na+].Cl.NO.[CH3:9][C:10]1[N:15]=[C:14]([C:16]#[N:17])[CH:13]=[C:12]([C:18]([F:21])([F:20])[F:19])[CH:11]=1>C(O)C>[CH3:9][C:10]1[N:15]=[C:14]([C:16]([NH2:17])=[O:2])[CH:13]=[C:12]([C:18]([F:21])([F:19])[F:20])[CH:11]=1 |f:0.1,2.3|. Starting materials: C([O-])(O)=O.[Na+] (sodium bicarbonate), Cl.NO (hydroxylamine hydrochloride), CC1=CC(=CC(=N1)C#N)C(F)(F)F (6-methyl-4-trifluoromethylpyridine-2-carbonitrile). The product is CC1=CC(=CC(=N1)C(=O)N)C(F)(F)F (6-methyl-4-trifluoromethylpyridine-2-carboxamide). Yield: 84.3%. Run at time 12 hour. The reactants are O=C1CCC(=O)N1Br, ClC(Cl)Cl, c1cc2c(s1)CCCC2. The product is Brc1cc2c(s1)CCCC2. As a reaction SMILES: [Br:10][N:11]1[C:12](=[O:13])[CH2:14][CH2:15][C:16]1=[O:17].[CH:18]([Cl:19])([Cl:20])[Cl:21].[s:1]1[c:2]2[c:3]([cH:4][cH:5]1)[CH2:6][CH2:7][CH2:8][CH2:9]2>>[s:1]1[c:2]2[c:3]([cH:4][c:5]1[Br:10])[CH2:6][CH2:7][CH2:8][CH2:9]2. The reactants are S(O)(O)(=O)=O (sulfuric acid), C(C)(=O)OC(C)=O (acetic anhydride), ClC1=C(C(=O)C2=CC=C(C=C2)OC2=CC=CC=C2)C=C(C=C1)Cl (2,5-dichloro-4′-phenoxybenzophenone), [OH-].[Na+] (NaOH), C(C)(=O)OS(O)(=O)=O (acetyl sulfuric acid). Solvent: ClCCCl (1,2-DCE), ClCCCl (1,2-dichloroethane), O (water), C(CC)O (1-propanol), ClCCCl (1,2-DCE). The product is [Na+].ClC1=C(C(=O)C2=CC=C(OC3=CC=C(C=C3)S(=O)(=O)[O-])C=C2)C=C(C=C1)Cl (4-[4-(2,5-dichlorobenzoyl)phenoxy]benzene sulfonic acid sodium salt). Reaction SMILES: [Cl:1][C:2]1[CH:22]=[CH:21][C:20]([Cl:23])=[CH:19][C:3]=1[C:4]([C:6]1[CH:11]=[CH:10][C:9]([O:12][C:13]2[CH:18]=[CH:17][CH:16]=[CH:15][CH:14]=2)=[CH:8][CH:7]=1)=[O:5].C([O:27][S:28](=O)(=[O:30])[OH:29])(=O)C.S(=O)(=O)(O)O.C(OC(=O)C)(=O)C.[OH-].[Na+:45]>ClCCCl.O.C(O)CC>[Na+:45].[Cl:1][C:2]1[CH:22]=[CH:21][C:20]([Cl:23])=[CH:19][C:3]=1[C:4]([C:6]1[CH:11]=[CH:10][C:9]([O:12][C:13]2[CH:18]=[CH:17][C:16]([S:28]([O-:30])(=[O:29])=[O:27])=[CH:15][CH:14]=2)=[CH:8][CH:7]=1)=[O:5] |f:4.5,9.10|. Reported procedure: 2,5-dichloro-4′-phenoxybenzophenone (A, 137.3 g, 400 mmol) was put in a 3 L three-necked flask equipped with a stirring device and cooling tube, and 500 mL of 1,2-dichloroethane (1,2-DCE) was added and dissolved. Furthermore, 2 M of acetyl sulfuric acid solution prepared by mixing 56 mL of concentrated sulfuric acid, 152 mL of acetic anhydride, and 400 mL of 1,2-DCE, was added to the flask while stirring, and the reaction was performed in an oil bath at 60° C. After the predetermined period, 300... Starting materials: NC(CN1C(C(=C(C2=NC=C(C=C12)CC1=CC=C(C=C1)F)O)C(=O)OCC)=O)=O (ethyl 1-(2-amino-2-oxoethyl)-7-[(4-fluorophenyl)methyl]-4-hydroxy-2-oxo-1,2-dihydro-1,5-naphthyridine-3-carboxylate), NCCN1CCOCC1 (4-(2-aminoethyl)morpholine). Product: NC(CN1C(C(=C(C2=NC=C(C=C12)CC1=CC=C(C=C1)F)O)C(=O)NCCN1CCOCC1)=O)=O (1-(2-amino-2-oxoethyl)-7-[(4-fluorophenyl)methyl]-4-hydroxy-N-[2-(4-morpholinyl)ethyl]-2-oxo-1,2-dihydro-1,5-naphthyridine-3-carboxamide). As a reaction SMILES: [NH2:1][C:2](=[O:29])[CH2:3][N:4]1[C:13]2[C:8](=[N:9][CH:10]=[C:11]([CH2:14][C:15]3[CH:20]=[CH:19][C:18]([F:21])=[CH:17][CH:16]=3)[CH:12]=2)[C:7]([OH:22])=[C:6]([C:23](OCC)=[O:24])[C:5]1=[O:28].[NH2:30][CH2:31][CH2:32][N:33]1[CH2:38][CH2:37][O:36][CH2:35][CH2:34]1>>[NH2:1][C:2](=[O:29])[CH2:3][N:4]1[C:13]2[C:8](=[N:9][CH:10]=[C:11]([CH2:14][C:15]3[CH:20]=[CH:19][C:18]([F:21])=[CH:17][CH:16]=3)[CH:12]=2)[C:7]([OH:22])=[C:6]([C:23]([NH:30][CH2:31][CH2:32][N:33]2[CH2:38][CH2:37][O:36][CH2:35][CH2:34]2)=[O:24])[C:5]1=[O:28]. Reported procedure: This compound was prepared from ethyl 1-(2-amino-2-oxoethyl)-7-[(4-fluorophenyl)methyl]-4-hydroxy-2-oxo-1,2-dihydro-1,5-naphthyridine-3-carboxylate and 4-(2-aminoethyl)morpholine employing methods similar to those those described in Example 9 and was purified by reverse phase preparative HPLC (C-18 stationary phase; 10-100% CH3CN/water/0.1% formic acid mobile phase). The product was obtained as an off-white rigid foam: 1H NMR (CDCl3) δ 10.36 (1H, m), 8.56 (1H, s), 7.61 (1H, s), 7.15 (2H, dd, J=8... The reactants are BrC=1C=CC(=NC1)F (5-Bromo-2-fluoropyridine), O.NN (hydrazine monohydrate), C(C)O (ethanol). Run in O (water). Yields the product BrC=1C=CC(=NC1)NN (5-bromopyridin-2-ylhydrazine). Isolated yield 94.3%. Reaction SMILES: [Br:1][C:2]1[CH:3]=[CH:4][C:5](F)=[N:6][CH:7]=1.O.[NH2:10][NH2:11].C(O)C>O>[Br:1][C:2]1[CH:3]=[CH:4][C:5]([NH:10][NH2:11])=[N:6][CH:7]=1 |f:1.2|. Procedure details: 5-Bromo-2-fluoropyridine (25.12 g) and hydrazine monohydrate (100%) (91 g) were added to ethanol (75 ml), stirred under reflux for four hours, and then water was added thereto and the precipitated solid was washed with water to give 5-bromopyridin-2-ylhydrazine (25.3 g) as a white solid. The reactants are CC(C)C[Al+]CC(C)C, CCCCCC1CCC(c2ccc(-c3ccc(C4CCC(CCC)OC4=O)c(F)c3F)c(F)c2F)CO1, Cc1ccccc1, O=CO, [H-], Cc1ccccc1. The product is CCCCCC1CCC(c2ccc(-c3ccc(C4CCC(CCC)OC4O)c(F)c3F)c(F)c2F)CO1. As a reaction SMILES: [CH2:53]([Al+:54][CH2:55][CH:56]([CH3:57])[CH3:58])[CH:59]([CH3:60])[CH3:61].[CH2:8]([CH2:9][CH3:10])[CH:11]1[CH2:12][CH2:13][CH:14]([c:18]2[c:19]([F:44])[c:20]([F:43])[c:21](-[c:24]3[c:25]([F:42])[c:26]([F:41])[c:27]([CH:30]4[CH2:31][O:32][CH:33]([CH2:36][CH2:37][CH2:38][CH2:39][CH3:40])[CH2:34][CH2:35]4)[cH:28][cH:29]3)[cH:22][cH:23]2)[C:15](=[O:17])[O:16]1.[CH3:1][c:2]1[cH:3][cH:4][cH:5][cH:6][cH:7]1.[CH:62]([OH:63])=[O:64].[H-:52].[c:45]1([CH3:46])[cH:47][cH:48][cH:49][cH:50][cH:51]1>>[CH2:8]([CH2:9][CH3:10])[CH:11]1[CH2:12][CH2:13][CH:14]([c:18]2[c:19]([F:44])[c:20]([F:43])[c:21](-[c:24]3[c:25]([F:42])[c:26]([F:41])[c:27]([CH:30]4[CH2:31][O:32][CH:33]([CH2:36][CH2:37][CH2:38][CH2:39][CH3:40])[CH2:34][CH2:35]4)[cH:28][cH:29]3)[cH:22][cH:23]2)[CH:15]([OH:17])[O:16]1. Product: C1(=CC=CC=C1)O.CC1=CC[C@@H](CC1)C(=C)C (phenol limonene). Isolated yield 94.0%. As a reaction SMILES: [C:1]1([OH:7])[CH:6]=[CH:5][CH:4]=[CH:3][CH:2]=1.[C:8]1([CH3:14])[CH:13]=[CH:12][CH:11]=[CH:10][CH:9]=1>>[C:1]1([OH:7])[CH:6]=[CH:5][CH:4]=[CH:3][CH:2]=1.[CH3:14][C:8]1[CH2:13][CH2:12][C@@H:11]([C:1]([CH3:6])=[CH2:2])[CH2:10][CH:9]=1 |f:2.3|. Procedure: A 500 gram portion of phenol was dissolved in toluene and cooled to a temperature of less than 5° C. Gaseous nitrogen was bubbled through the phenol solution by means of a gas dispersion tube and a 30 cc. portion of redistilled BF3.(Et)2O was added. The solution changed color from light yellow to light red-brown. A 140 gram portion of d-limonene was slowly added by a dropping funnel while the solution was maintained at a temperature of less than 5° C. After maintaining this temperature overnight... The reactants are C1(=CC=CC=C1)O (phenol), C1(=CC=CC=C1)C (toluene).